From a dataset of the Open Reaction Database (ORD), a public repository of structured organic reaction records. describe an organic reaction: reactants, conditions, products, and yield Starting materials: [Cl-].[NH4+] (ammonium chloride), O (water), COC(C1=C(C=C(C(=C1)OC)OCCCl)[N+](=O)[O-])=O (4-(2-chloro-ethoxy)-5-methoxy-2-nitro-benzoic acid methyl ester). Reagents/catalysts: [Fe] (iron). Solvent: CO (methanol). Product: COC(C1=C(C=C(C(=C1)OC)OCCCl)N)=O (2-Amino-4-(2-chloro-ethoxy)-5-methoxy-benzoic acid methyl ester). Reaction SMILES: [CH3:1][O:2][C:3](=[O:19])[C:4]1[CH:9]=[C:8]([O:10][CH3:11])[C:7]([O:12][CH2:13][CH2:14][Cl:15])=[CH:6][C:5]=1[N+:16]([O-])=O.[Cl-].[NH4+].O>[Fe].CO>[CH3:1][O:2][C:3](=[O:19])[C:4]1[CH:9]=[C:8]([O:10][CH3:11])[C:7]([O:12][CH2:13][CH2:14][Cl:15])=[CH:6][C:5]=1[NH2:16] |f:1.2|. Procedure details: A mixture of 68.2 g (235.4 mmol) of 4-(2-chloro-ethoxy)-5-methoxy-2-nitro-benzoic acid methyl ester and 52.6 g (941.8 mmol) of iron was mechanically stirred at reflux in a mixture containing 62.9 g ammonium chloride, 393 ml water, and 1021 ml methanol for 15 hr. The mixture was concentrated and mixed with ethyl acetate. The organic solution was washed with water and saturated sodium bicarbonate. The solution was dried over magnesium sulfate and filtered through a short column of silica gel. The ...